From a dataset of the Open Reaction Database (ORD), a public repository of structured organic reaction records. describe an organic reaction: reactants, conditions, products, and yield Reactants: 42(i), CC=1NC(=C(N1)C(=O)OCC)C(=O)OCC (diethyl 2-methylimidazole-4,5-dicarboxylate), [N+](=O)([O-])C1=CC=C(CBr)C=C1 (p-nitrobenzyl bromide). The product is CC=1N(C(=C(N1)C(=O)OCC)C(=O)OCC)CC1=CC=C(C=C1)[N+](=O)[O-] (Diethyl 2-methyl-1-(4-nitrobenzyl)imidazole-4,5-dicarboxylate). The yield is 80.7%. Reaction SMILES: [CH3:1][C:2]1[NH:3][C:4]([C:12]([O:14][CH2:15][CH3:16])=[O:13])=[C:5]([C:7]([O:9][CH2:10][CH3:11])=[O:8])[N:6]=1.[N+:17]([C:20]1[CH:27]=[CH:26][C:23]([CH2:24]Br)=[CH:22][CH:21]=1)([O-:19])=[O:18]>>[CH3:1][C:2]1[N:6]([CH2:24][C:23]2[CH:26]=[CH:27][C:20]([N+:17]([O-:19])=[O:18])=[CH:21][CH:22]=2)[C:5]([C:7]([O:9][CH2:10][CH3:11])=[O:8])=[C:4]([C:12]([O:14][CH2:15][CH3:16])=[O:13])[N:3]=1. Procedure: Following a procedure similar to that described in Preparation 42(i), but using 6.65 g of diethyl 2-methylimidazole-4,5-dicarboxylate and 6.35 g of p-nitrobenzyl bromide as starting materials, 8.57 g of the title compound were obtained as crystals, melting at 109° C. The reactants are C[Si](C)(C)Br (trimethylsilyl bromide), FC(CC(C1=NNC=N1)OC)P(O)(=O)O (1-fluoro-3-methoxy-3(1,2,4-triazol-3-yl) propane phosphonic acid), iodide ion. The solvent is ClCCl (dichloromethane), CCOCC (ether). Yields the product FC(CC(C1=NNC=N1)O)P(O)(=O)O (1-fluoro-3-hydroxy-3(1,2,4-triazol-3-yl)propane phosphonic acid). As a reaction SMILES: C[Si](Br)(C)C.[F:6][CH:7]([P:17]([OH:20])(=[O:19])[OH:18])[CH2:8][CH:9]([O:15]C)[C:10]1[N:14]=[CH:13][NH:12][N:11]=1>ClCCl.CCOCC>[F:6][CH:7]([P:17]([OH:20])(=[O:18])[OH:19])[CH2:8][CH:9]([OH:15])[C:10]1[N:14]=[CH:13][NH:12][N:11]=1. Reported procedure: A solution of this material in dichloromethane was treated with trimethylsilyl bromide as described in Example 24 to give, after ion-exchange chromatography, 1-fluoro-3-methoxy-3(1,2,4-triazol-3-yl) propane phosphonic acid (Compound No. 46 in Table 1) also as a mixture of diastereoisomers in a ratio of 3:1 or 1:3. NMR(D2O): δ2.15-2.4(2H,m); 3.25(3H,s); 4.4-4.8(1H,m); 4.85(1H,t); 8.9(1H,2xs). FAB M/S: MH+ 240. More vigorous deprotection, for example in the presence of iodide ion, will result in e...